This data is from the Open Reaction Database (ORD), a public repository of structured organic reaction records. The task is: describe an organic reaction: reactants, conditions, products, and yield Reactants: C(#N)C=CC1CC(CCC1)NC(OC(C)(C)C)=O (tert-Butyl {3-[2-cyanovinyl]cyclohexyl}carbamate), Cl (hydrogen chloride), O1CCOCC1 (dioxane). Solvent: C(Cl)Cl (methylene chloride). Yields the product Cl.NC1CC(CCC1)C=CC#N (3-(3-Aminocyclohexyl)acrylonitrile hydrochloride). RXN SMILES: [C:1]([CH:3]=[CH:4][CH:5]1[CH2:10][CH2:9][CH2:8][CH:7]([NH:11]C(=O)OC(C)(C)C)[CH2:6]1)#[N:2].[ClH:19].O1CCOCC1>C(Cl)Cl>[ClH:19].[NH2:11][CH:7]1[CH2:8][CH2:9][CH2:10][CH:5]([CH:4]=[CH:3][C:1]#[N:2])[CH2:6]1 |f:4.5|. Procedure details: tert-Butyl {3-[2-cyanovinyl]cyclohexyl}carbamate was treated with 4.0 M hydrogen chloride in dioxane (1.6 mL, 6.6 mmol) in methylene chloride (2 mL) at room temperature for 2 h. The mixture was stripped to dryness to give the desired product as a mixture of cis- and trans-isomers. LCMS calculated for C9H15N2 (M+H)+: m/z=151.1. Found: 151.1.